Task: describe an organic reaction: reactants, conditions, products, and yield. Dataset: the Open Reaction Database (ORD), a public repository of structured organic reaction records Reactants: CN(C)C=O, CC(C)(C)OC(=O)NCCCC(COS(C)(=O)=O)NC(=O)OC(C)(C)C, [N-]=[N+]=[N-], [Na+]. Yields the product CC(C)(C)OC(=O)NCCCC(CN=[N+]=[N-])NC(=O)OC(C)(C)C. Reaction SMILES: [CH3:31][N:32]([CH3:33])[CH:34]=[O:35].[CH3:5][S:6]([O:7][CH2:10][CH:11]([CH2:12][CH2:13][CH2:14][NH:15][C:16](=[O:17])[O:18][C:19]([CH3:20])([CH3:21])[CH3:22])[NH:23][C:24](=[O:25])[O:26][C:27]([CH3:28])([CH3:29])[CH3:30])(=[O:8])=[O:9].[N-:2]=[N+:3]=[N-:4].[Na+:1]>>[N:2](=[N+:3]=[N-:4])[CH2:10][CH:11]([CH2:12][CH2:13][CH2:14][NH:15][C:16](=[O:17])[O:18][C:19]([CH3:20])([CH3:21])[CH3:22])[NH:23][C:24](=[O:25])[O:26][C:27]([CH3:28])([CH3:29])[CH3:30]. The reactants are O=C(N=C=S)OCC1c2ccccc2-c2ccccc21, C1CCNCC1, CO, CCN(C(C)C)C(C)C, ClCCl, Cl, C=Cc1ccc2ccnc(OC3CC(C(=O)OC)N(C(=O)C(N)C(C)C)C3)c2c1. The product is C=Cc1ccc2ccnc(OC3CC(C(=O)OC)N(C(=O)C(NC(N)=S)C(C)C)C3)c2c1. RXN SMILES: [C:40]([O:41][CH2:42][CH:43]1[c:44]2[c:45]([cH:46][cH:47][cH:48][cH:49]2)-[c:50]2[c:51]1[cH:52][cH:53][cH:54][cH:55]2)(=[O:56])[N:57]=[C:58]=[S:59].[CH2:60]1[CH2:61][CH2:62][NH:63][CH2:64][CH2:65]1.[CH3:69][OH:70].[CH:1]([N:2]([CH2:3][CH3:4])[CH:5]([CH3:6])[CH3:7])([CH3:8])[CH3:9].[Cl:66][CH2:67][Cl:68].[ClH:10].[NH2:11][CH:12]([CH:13]([CH3:14])[CH3:15])[C:16](=[O:17])[N:18]1[CH:19]([C:20](=[O:21])[O:22][CH3:23])[CH2:24][CH:25]([O:27][c:28]2[n:29][cH:30][cH:31][c:32]3[cH:33][cH:34][c:35]([CH:38]=[CH2:39])[cH:36][c:37]23)[CH2:26]1>>[NH:11]([CH:12]([CH:13]([CH3:14])[CH3:15])[C:16](=[O:17])[N:18]1[CH:19]([C:20](=[O:21])[O:22][CH3:23])[CH2:24][CH:25]([O:27][c:28]2[n:29][cH:30][cH:31][c:32]3[cH:33][cH:34][c:35]([CH:38]=[CH2:39])[cH:36][c:37]23)[CH2:26]1)[C:58]([NH2:57])=[S:59].